Task: describe an organic reaction: reactants, conditions, products, and yield. Dataset: the Open Reaction Database (ORD), a public repository of structured organic reaction records Reactants: Cl, CCOCc1nc2c(N)nc3cc(OCc4ccccc4)ccc3c2n1CC(C)(C)O, [Na+], [Na+], O=C([O-])[O-]. The product is CCOCc1nc2c(N)nc3cc(O)ccc3c2n1CC(C)(C)O. As a reaction SMILES: [ClH:32].[NH2:1][c:2]1[n:3][c:4]2[cH:5][c:6]([O:24][CH2:25][c:26]3[cH:27][cH:28][cH:29][cH:30][cH:31]3)[cH:7][cH:8][c:9]2[c:10]2[c:11]1[n:12][c:13]([CH2:20][O:21][CH2:22][CH3:23])[n:14]2[CH2:15][C:16]([CH3:17])([OH:18])[CH3:19].[Na+:33].[Na+:34].[O-:35][C:36](=[O:37])[O-:38]>>[NH2:1][c:2]1[n:3][c:4]2[cH:5][c:6]([OH:24])[cH:7][cH:8][c:9]2[c:10]2[c:11]1[n:12][c:13]([CH2:20][O:21][CH2:22][CH3:23])[n:14]2[CH2:15][C:16]([CH3:17])([OH:18])[CH3:19]. The reactants are ice water, [N+](=O)([O-])[O-].[K+] (potassium nitrate), BrC1=C2C=CC(=NC2=CC=C1F)C (5-bromo-6-fluoroquinaldine). Solvent: ClCCl (dichloromethane), S(O)(O)(=O)=O (sulfuric acid), S(O)(O)(=O)=O (sulfuric acid). Reaction conditions: time 5 hour. Product: BrC1=C2C=CC(=NC2=C(C=C1F)[N+](=O)[O-])C (5-bromo-6-fluoro-8-nitroquinaldine). Yield: 91.8%. As a reaction SMILES: [N+:1]([O-:4])([O-])=[O:2].[K+].[Br:6][C:7]1[C:16]([F:17])=[CH:15][CH:14]=[C:13]2[C:8]=1[CH:9]=[CH:10][C:11]([CH3:18])=[N:12]2>S(=O)(=O)(O)O.ClCCl>[Br:6][C:7]1[C:16]([F:17])=[CH:15][C:14]([N+:1]([O-:4])=[O:2])=[C:13]2[C:8]=1[CH:9]=[CH:10][C:11]([CH3:18])=[N:12]2 |f:0.1|. Procedure: A solution of 11.5 g of potassium nitrate in 30 ml of concentrated sulfuric acid was added to 21.0 g of 5-bromo-6-fluoroquinaldine in 117 ml of concentrated sulfuric acid dropwise at -5° C. After stirring at room temperature for 5 hours, the reaction mixture was poured into 2 l of ice water to precipitate solids which were then collected by filtration. The filtrate was rendered alkaline to form a small amount of solids, which together with the former solids were dissolved in dichloromethane. Aft... The reactants are O=C([O-])[O-], CN(C)C=O, O=Cc1ccccc1O, COC(=O)CCl, [K+], [K+], O. The product is COC(=O)COc1ccccc1C=O. Reaction SMILES: [C:10](=[O:11])([O-:12])[O-:13].[CH3:16][N:17]([CH3:18])[CH:19]=[O:20].[CH:1](=[O:2])[c:3]1[cH:4][cH:5][cH:6][cH:7][c:8]1[OH:9].[Cl:21][CH2:22][C:23](=[O:24])[O:25][CH3:26].[K+:14].[K+:15].[OH2:27]>>[CH:1](=[O:2])[c:3]1[cH:4][cH:5][cH:6][cH:7][c:8]1[O:9][CH2:22][C:23](=[O:24])[O:25][CH3:26]. The reactants are C(C)(C)(C)C1=CC=C(C=C1)S(=O)C1=CC=C(C=C1)C(C)(C)C (bis(4-tert-butylphenyl) sulfoxide), C(C)(C)(C)C1=CC=C(C=C1)Cl (4-tert-butylchlorobenzene). Yields the product [Cl-].C(C)(C)(C)C1=CC=C(C=C1)[S+](C1=CC=C(C=C1)C(C)(C)C)C1=CC=C(C=C1)C(C)(C)C (tris(4-tert-butylphenyl)sulfonium chloride). RXN SMILES: [C:1]([C:5]1[CH:10]=[CH:9][C:8]([S:11]([C:13]2[CH:18]=[CH:17][C:16]([C:19]([CH3:22])([CH3:21])[CH3:20])=[CH:15][CH:14]=2)=O)=[CH:7][CH:6]=1)([CH3:4])([CH3:3])[CH3:2].[C:23]([C:27]1[CH:32]=[CH:31][C:30]([Cl:33])=[CH:29][CH:28]=1)([CH3:26])([CH3:25])[CH3:24]>>[Cl-:33].[C:1]([C:5]1[CH:10]=[CH:9][C:8]([S+:11]([C:30]2[CH:31]=[CH:32][C:27]([C:23]([CH3:26])([CH3:25])[CH3:24])=[CH:28][CH:29]=2)[C:13]2[CH:18]=[CH:17][C:16]([C:19]([CH3:22])([CH3:21])[CH3:20])=[CH:15][CH:14]=2)=[CH:7][CH:6]=1)([CH3:4])([CH3:3])[CH3:2] |f:2.3|. Procedure: The end compound was synthesized as in Synthesis Example 2 except that bis(4-tert-butylphenyl) sulfoxide was used instead of the phenyl sulfoxide in Synthesis Example 2, 4-tert-butylchlorobenzene was used instead of the chlorobenzene, and the quantity of water for extraction was increased.